Dataset: the Open Reaction Database (ORD), a public repository of structured organic reaction records. Task: describe an organic reaction: reactants, conditions, products, and yield Reactants: [Al+3], C1CCOC1, O=C(O)CCCC1CCCCC1, [H-], [H-], [H-], [H-], [Li+]. Yields the product OCCCCC1CCCCC1. RXN SMILES: [Al+3:14].[CH2:19]1[O:20][CH2:21][CH2:22][CH2:23]1.[CH2:1]1[CH2:2][CH2:3][CH:4]([CH2:7][CH2:8][CH2:9][C:10](=[O:11])[OH:12])[CH2:5][CH2:6]1.[H-:13].[H-:16].[H-:17].[H-:18].[Li+:15]>>[CH2:1]1[CH2:2][CH2:3][CH:4]([CH2:7][CH2:8][CH2:9][CH2:10][OH:11])[CH2:5][CH2:6]1. The reactants are CC(C)(C)OC(=O)N1CCCC1c1ncc(-c2ccc(-c3ccnc(OCc4ccccc4)c3)cc2)n1COCC[Si](C)(C)C, CCO. Yields the product CC(C)(C)OC(=O)N1CCCC1c1ncc(-c2ccc(-c3cc[nH]c(=O)c3)cc2)n1COCC[Si](C)(C)C. As a reaction SMILES: [C:1]([CH3:2])([CH3:3])([CH3:4])[O:5][C:6](=[O:7])[N:8]1[CH:9]([c:13]2[n:14]([CH2:38][O:39][CH2:40][CH2:41][Si:42]([CH3:43])([CH3:44])[CH3:45])[c:15](-[c:18]3[cH:19][cH:20][c:21](-[c:24]4[cH:25][c:26]([O:30][CH2:31][c:32]5[cH:33][cH:34][cH:35][cH:36][cH:37]5)[n:27][cH:28][cH:29]4)[cH:22][cH:23]3)[cH:16][n:17]2)[CH2:10][CH2:11][CH2:12]1.[CH3:46][CH2:47][OH:48]>>[C:1]([CH3:2])([CH3:3])([CH3:4])[O:5][C:6](=[O:7])[N:8]1[CH:9]([c:13]2[n:14]([CH2:38][O:39][CH2:40][CH2:41][Si:42]([CH3:43])([CH3:44])[CH3:45])[c:15](-[c:18]3[cH:19][cH:20][c:21](-[c:24]4[cH:25][c:26](=[O:30])[nH:27][cH:28][cH:29]4)[cH:22][cH:23]3)[cH:16][n:17]2)[CH2:10][CH2:11][CH2:12]1. Starting materials: 2a, C([O-])([O-])=O.[K+].[K+] (potassium carbonate), [N+](=O)([O-])C1=C(C(=CC(=C1)Cl)Br)O (2-nitro-4-chloro-6-bromophenol), CI (methyl iodide). Yields the product [N+](=O)([O-])C1=C(C(=CC(=C1)Cl)Br)OC (2-nitro-4-chloro-6-bromoanisole). Yield: 96.5%. Reaction SMILES: [N+:1]([C:4]1[CH:9]=[C:8]([Cl:10])[CH:7]=[C:6]([Br:11])[C:5]=1[OH:12])([O-:3])=[O:2].CI.[C:15](=O)([O-])[O-].[K+].[K+]>>[N+:1]([C:4]1[CH:9]=[C:8]([Cl:10])[CH:7]=[C:6]([Br:11])[C:5]=1[O:12][CH3:15])([O-:3])=[O:2] |f:2.3.4|. Procedure details: 2-Nitro-4-chloro-6-bromoanisole was prepared by the same procedure as described for Step 2 of Preparation 2a using 2-nitro-4-chloro-6-bromophenol (16 g), methyl iodide (10.8 g), and potassium carbonate (26.3 g). Workup gave crude 2-nitro-4-chloro-6-bromoanisole (16.3 g, 96%) which was used in the next step without purification. 1H NMR (300 MHz, CDCl3) δ7.80 (d, J=2.5 Hz, 1 H), 7.77 (d, J=2.5 Hz, 1H), 4.01 (s, 3H). 13C NMR (75 MHz, CDCl3) δ149.7, 137.2 (2C), 130.0, 124.4, 120.5, 62.8. Starting materials: Cl.CN(CCCN=C=NCC)C (N-(3-dimethylaminopropyl)-N′-ethylcarbodiimide hydrochloride), ClC1=C(C(=O)O)C=CC(=N1)C(F)(F)F (2-chloro-6-trifluoromethyl-nicotinic acid), Cl.CNOC (N,O-dimethylhydroxylamine hydrochloride), CN1CCOCC1 (N-methylmorpholine). Run in CCOC(=O)C (EtOAc), O (water), C(Cl)Cl (CH2Cl2). Run at time 5 minute. Yields the product ClC1=C(C(=O)N(C)OC)C=CC(=N1)C(F)(F)F (2-chloro-N-methoxy-N-methyl-6-trifluoromethyl-nicotinamide). Isolated yield 93.1%. As a reaction SMILES: [Cl:1][C:2]1[N:10]=[C:9]([C:11]([F:14])([F:13])[F:12])[CH:8]=[CH:7][C:3]=1[C:4](O)=[O:5].Cl.[CH3:16][NH:17][O:18][CH3:19].CN1CCOCC1.Cl.CN(C)CCCN=C=NCC>C(Cl)Cl.CCOC(C)=O.O>[Cl:1][C:2]1[N:10]=[C:9]([C:11]([F:14])([F:13])[F:12])[CH:8]=[CH:7][C:3]=1[C:4]([N:17]([O:18][CH3:19])[CH3:16])=[O:5] |f:1.2,4.5|. Reported procedure: To a suspension of 2-chloro-6-trifluoromethyl-nicotinic acid (200 mg, 0.88 mmol) and N,O-dimethylhydroxylamine hydrochloride (95 mg, 0.97 mmol) in CH2Cl2 (3 mL) was added N-methylmorpholine (0.106 ml, 0.97 mmol). The mixture was stirred for 5 minutes, to which was added N-(3-dimethylaminopropyl)-N′-ethylcarbodiimide hydrochloride (185 mg, 0.97 mmol). The mixture was stirred for 3 hours at room temperature, and then diluted with EtOAc and water. The organic layer was washed with 1N HCl, saturated...